Dataset: the Open Reaction Database (ORD), a public repository of structured organic reaction records. Task: describe an organic reaction: reactants, conditions, products, and yield Starting materials: O=N[O-], Cc1c(N)cccc1C(=O)O, NC(N)=O, [Na+], [Na+], [OH-], O, O=S(=O)(O)O. Yields the product Cc1c(O)cccc1C(=O)O. As a reaction SMILES: [N:17]([O-:18])=[O:19].[NH2:1][c:2]1[c:3]([CH3:11])[c:4]([C:5](=[O:6])[OH:7])[cH:8][cH:9][cH:10]1.[NH2:21][C:22](=[O:23])[NH2:24].[Na+:20].[Na+:26].[OH-:25].[OH2:27].[S:12]([OH:13])(=[O:14])(=[O:15])[OH:16]>>[c:2]1([OH:13])[c:3]([CH3:11])[c:4]([C:5](=[O:6])[OH:7])[cH:8][cH:9][cH:10]1. Conditions: time 90 minute. The reactants are C(CCC)[Li] (butyl lithium), BrC(=CC1=CC=C(C=C1)CC[C@@H]1CC[C@H](CC1)CCCCC)Br (β,β-dibromo-p-[2-(trans-4-pentylcyclohexyl)ethyl]styrene), [OH-].[Na+] (sodium hydroxide). Yields the product C(#C)C1=CC=C(C=C1)CC[C@@H]1CC[C@H](CC1)CCCCC (1-ethynyl-4-[2-(trans-4-pentylcyclohexyl)ethyl]benzene). The solvent is CCCCCC (hexane), O1CCCC1 (tetrahydrofuran). Procedure details: In an analogous manner to Example 5, a solution of β,β-dibromo-p-[2-(trans-4-pentylcyclohexyl)ethyl]styrene in absolute tetrahydrofuran was placed in a sulphonation flask and treated within 5 minutes with a solution of butyl lithium in hexane. After completion of the addition, the mixture was stirred at the same temperature for a further 90 minutes, then poured into 1N sodium hydroxide and extracted with petroleum ether. The organic phases were washed with water and saturated sodium chloride sol... As a reaction SMILES: Br[C:2](Br)=[CH:3][C:4]1[CH:9]=[CH:8][C:7]([CH2:10][CH2:11][C@H:12]2[CH2:17][CH2:16][C@H:15]([CH2:18][CH2:19][CH2:20][CH2:21][CH3:22])[CH2:14][CH2:13]2)=[CH:6][CH:5]=1.C([Li])CCC.[OH-].[Na+]>O1CCCC1.CCCCCC>[C:3]([C:4]1[CH:9]=[CH:8][C:7]([CH2:10][CH2:11][C@H:12]2[CH2:13][CH2:14][C@H:15]([CH2:18][CH2:19][CH2:20][CH2:21][CH3:22])[CH2:16][CH2:17]2)=[CH:6][CH:5]=1)#[CH:2] |f:2.3|. The reactants are O=C([O-])[O-], CO, CC(C)OC1(c2ccc(C#C[Si](C)(C)C)cc2)CC1, [K+], [K+]. The product is C#Cc1ccc(C2(OC(C)C)CC2)cc1. RXN SMILES: [C:20](=[O:21])([O-:22])[O-:23].[CH3:26][OH:27].[CH:1]([CH3:2])([CH3:3])[O:4][C:5]1([c:8]2[cH:9][cH:10][c:11]([C:14]#[C:15][Si:16]([CH3:17])([CH3:18])[CH3:19])[cH:12][cH:13]2)[CH2:6][CH2:7]1.[K+:24].[K+:25]>>[CH:1]([CH3:2])([CH3:3])[O:4][C:5]1([c:8]2[cH:9][cH:10][c:11]([C:14]#[CH:15])[cH:12][cH:13]2)[CH2:6][CH2:7]1. Starting materials: NC=1C=CC(=NC1)C(C(F)(F)F)C(F)(F)F (5-amino-2-[2,2,2-trifluoro-1-(trifluoromethyl)ethyl]pyridine), ClN1C(CCC1=O)=O (N-chlorosuccinimide). The solvent is C(C)#N (acetonitrile). Product: NC=1C(=NC(=CC1)C(C(F)(F)F)C(F)(F)F)Cl (3-amino-2-chloro-6-[2,2,2-trifluoro-1-(trifluoromethyl)ethyl]pyridine). Yield: 85.8%. Reaction SMILES: [NH2:1][C:2]1[CH:3]=[CH:4][C:5]([CH:8]([C:13]([F:16])([F:15])[F:14])[C:9]([F:12])([F:11])[F:10])=[N:6][CH:7]=1.[Cl:17]N1C(=O)CCC1=O>C(#N)C>[NH2:1][C:2]1[C:7]([Cl:17])=[N:6][C:5]([CH:8]([C:9]([F:10])([F:11])[F:12])[C:13]([F:16])([F:14])[F:15])=[CH:4][CH:3]=1. Procedure: In 10 ml of acetonitrile was dissolved 0.56 g (2.3 mmol) of 5-amino-2-[2,2,2-trifluoro-1-(trifluoromethyl)ethyl]pyridine, to which was added 0.31 g (2.3 mmol) of N-chlorosuccinimide (NCS). The mixture thus obtained was heated under reflux for one hour to make progress a reaction. The solvent was distilled off under reduced pressure, and the residue was separated and purified by silica gel column chromatography (hexane/ethyl acetate=2:1) to obtain 0.55 g of 3-amino-2-chloro-6-[2,2,2-trifluoro-1-(... Reactants: IC1=C2C=CC(=NC2=CC=C1)Cl (5-iodo-2-chloroquinoline), COC1=CC=C2CCC(C2=C1)N (6-methoxyindan-1-ylamine), CSCCCN (3-(methylthio)propylamine). The product is COC1=CC=C2CCC(C2=C1)NC1=NC=2C=CC=C(C2C=C1)NCCCSC (rac-N2-(6-Methoxy-indan-1-yl)-N5-(3-methylsulfanyl-propyl)-quinoline-2,5-diamine). Reaction SMILES: I[C:2]1[CH:11]=[CH:10][CH:9]=[C:8]2[C:3]=1[CH:4]=[CH:5][C:6](Cl)=[N:7]2.[CH3:13][O:14][C:15]1[CH:23]=[C:22]2[C:18]([CH2:19][CH2:20][CH:21]2[NH2:24])=[CH:17][CH:16]=1.[CH3:25][S:26][CH2:27][CH2:28][CH2:29][NH2:30]>>[CH3:13][O:14][C:15]1[CH:23]=[C:22]2[C:18]([CH2:19][CH2:20][CH:21]2[NH:24][C:6]2[CH:5]=[CH:4][C:3]3[C:2]([NH:30][CH2:29][CH2:28][CH2:27][S:26][CH3:25])=[CH:11][CH:10]=[CH:9][C:8]=3[N:7]=2)=[CH:17][CH:16]=1. Procedure details: The title compound, MS: m/e=394.3 (M+H+), was prepared in accordance with the general method of example 1 from 5-iodo-2-chloroquinoline, 6-methoxyindan-1-ylamine (CAS 103028-81-5) and 3-(methylthio)propylamine. Reactants: OCc1cc(Br)ccc1O, CCI, CC(C)=O, [K+], [K+], O=C([O-])[O-]. The product is CCOc1ccc(Br)cc1CO. RXN SMILES: [Br:1][c:2]1[cH:3][cH:4][c:5]([OH:10])[c:6]([CH2:7][OH:8])[cH:9]1.[CH2:11]([CH3:12])[I:13].[CH3:20][C:21](=[O:22])[CH3:23].[K+:14].[K+:15].[O-:16][C:17]([O-:18])=[O:19]>>[Br:1][c:2]1[cH:3][cH:4][c:5]([O:10][CH2:11][CH3:12])[c:6]([CH2:7][OH:8])[cH:9]1.